Dataset: the Open Reaction Database (ORD), a public repository of structured organic reaction records. Task: describe an organic reaction: reactants, conditions, products, and yield The reactants are ClCC(=O)Cl (chloroacetyl chloride), O1C(OCC1)CNC1=C(C=CC(=C1)Cl)C (N-(1,3-Dioxolan-2-ylmethyl)-2-methyl-5-chloroaniline), C([O-])(O)=O.[Na+] (sodium bicarbonate), O1CCOCC1 (dioxane). The solvent is O (water), CCOCC (ether). Run at time 15 minute. Product: ClCC(=O)N(C1=C(C=CC(=C1)Cl)C)CC1OCCO1 (N-α-chloroacetyl-N-(1,3-dioxolan-2-ylmethyl)-2-methyl-5-chloroaniline). As a reaction SMILES: [O:1]1[CH2:5][CH2:4][O:3][CH:2]1[CH2:6][NH:7][C:8]1[CH:13]=[C:12]([Cl:14])[CH:11]=[CH:10][C:9]=1[CH3:15].C(=O)(O)[O-].[Na+].O1CCOCC1.[Cl:27][CH2:28][C:29](Cl)=[O:30]>CCOCC.O>[Cl:27][CH2:28][C:29]([N:7]([CH2:6][CH:2]1[O:3][CH2:4][CH2:5][O:1]1)[C:8]1[CH:13]=[C:12]([Cl:14])[CH:11]=[CH:10][C:9]=1[CH3:15])=[O:30] |f:1.2|. Reported procedure: N-(1,3-Dioxolan-2-ylmethyl)-2-methyl-5-chloroaniline (8 grams), sodium bicarbonate (7 grams), dioxane (50 ml) and water (4 ml) were charged into a glass reaction vessel equipped with a mechanical stirrer and thermometer. This mixture was cooled to a temperature of about 0°C and chloroacetyl chloride (4.3 grams) was added, with stirring, over a period of about 15 minutes. After the addition was completed stirring was continued for a period of about 1 hour. After this time ether (100 ml) was added... Product: CCc1ccc(OCCCN2CCC(C(O)(c3ccc(F)cc3)c3ccc(F)cc3)CC2)c(OC)c1. Reactants: CCc1ccc(OCCCCl)c(OC)c1, CCCCO, OC(c1ccc(F)cc1)(c1ccc(F)cc1)C1CCNCC1, [I-], [K+], [Na+], [Na+], O=C([O-])[O-]. Reaction SMILES: [CH2:23]([CH3:24])[c:25]1[cH:26][c:27]([O:36][CH3:37])[c:28]([O:29][CH2:30][CH2:31][CH2:32][Cl:33])[cH:34][cH:35]1.[CH2:46]([OH:47])[CH2:48][CH2:49][CH3:50].[F:1][c:2]1[cH:3][cH:4][c:5]([C:8]([OH:9])([CH:10]2[CH2:11][CH2:12][NH:13][CH2:14][CH2:15]2)[c:16]2[cH:17][cH:18][c:19]([F:22])[cH:20][cH:21]2)[cH:6][cH:7]1.[I-:45].[K+:44].[Na+:38].[Na+:39].[O-:40][C:41](=[O:42])[O-:43]>>[F:1][c:2]1[cH:3][cH:4][c:5]([C:8]([OH:9])([CH:10]2[CH2:11][CH2:12][N:13]([CH2:32][CH2:31][CH2:30][O:29][c:28]3[c:27]([O:36][CH3:37])[cH:26][c:25]([CH2:23][CH3:24])[cH:35][cH:34]3)[CH2:14][CH2:15]2)[c:16]2[cH:17][cH:18][c:19]([F:22])[cH:20][cH:21]2)[cH:6][cH:7]1. Procedure: The title compound was prepared by the method of Preparation 34a using 1-bromomethyl-4-chlorobenzene and 3-oxothiobutyric acid S-tert-butyl ester. RXN SMILES: Br[CH2:2][C:3]1[CH:8]=[CH:7][C:6]([Cl:9])=[CH:5][CH:4]=1.[C:10]([S:14][C:15](=[O:20])[CH2:16][C:17](=[O:19])[CH3:18])([CH3:13])([CH3:12])[CH3:11]>>[C:10]([S:14][C:15](=[O:20])[CH:16]([CH2:2][C:3]1[CH:8]=[CH:7][C:6]([Cl:9])=[CH:5][CH:4]=1)[C:17](=[O:19])[CH3:18])([CH3:13])([CH3:11])[CH3:12]. Yields the product C(C)(C)(C)SC(C(C(C)=O)CC1=CC=C(C=C1)Cl)=O (2-(4-chlorobenzyl)-3-oxothiobutyric Acid S-tert-butyl Ester). Reactants: 34a, BrCC1=CC=C(C=C1)Cl (1-bromomethyl-4-chlorobenzene), C(C)(C)(C)SC(CC(C)=O)=O (3-oxothiobutyric acid S-tert-butyl ester). Reactants: CC(C)([O-])C.[K+] (potassium tert-butoxide), P(=O)(OCC)(OCC)Cl (diethyl chlorophosphate), [N+](#[C-])CC1=CC(=NO1)C (5-isocyanomethyl-3-methylisoxazole), C(C)(C)(C)N1C(C(NC2=CC=CC=C12)=O)=O (1-tert-butyl-1,2,3,4-tetrahydro-2,3-dioxoquinoxaline), [H-].[Na+] (sodium hydride). The solvent is CN(C=O)C (DMF), C(C)(=O)O (acetic acid), CN(C=O)C (dimethylformamide). Conditions: temperature -20 celsius, time 10 minute. The product is C(C)(C)(C)N1C(C=2N(C3=CC=CC=C13)C=NC2C2=CC(=NO2)C)=O (5-tert-butyl- 4,5-dihydro-3-(3-methyl-5-isoxazolyl)-4-oxoimidazo[1,5-a]quinoxaline), Compound 17. RXN SMILES: [C:1]([N:5]1[C:14]2[C:9](=[CH:10][CH:11]=[CH:12][CH:13]=2)[NH:8][C:7](=O)[C:6]1=[O:16])([CH3:4])([CH3:3])[CH3:2].[H-].[Na+].P(Cl)(OCC)(OCC)=O.[N+:28]([CH2:30][C:31]1[O:35][N:34]=[C:33]([CH3:36])[CH:32]=1)#[C-:29].CC(C)([O-])C.[K+]>CN(C)C=O.C(O)(=O)C>[C:1]([N:5]1[C:14]2[C:9](=[CH:10][CH:11]=[CH:12][CH:13]=2)[N:8]2[CH:29]=[N:28][C:30]([C:31]3[O:35][N:34]=[C:33]([CH3:36])[CH:32]=3)=[C:7]2[C:6]1=[O:16])([CH3:4])([CH3:3])[CH3:2] |f:1.2,5.6|. Reported procedure: To a stirred solution of 1-tert-butyl-1,2,3,4-tetrahydro-2,3-dioxoquinoxaline (6.54 g, 30 mmol) in dry dimethylformamide (DMF) (30 ml) under nitrogen was added sodium hydride (80% in oil, 9.6 g, 32 mmol). After stirring for 10 min. the solution was cooled to -20° C. and diethyl chlorophosphate (5.6 ml, 39 mmol) was added. The mixture was allowed to reach room temperature and then cooled to -30° C., whereafter 5-isocyanomethyl-3-methylisoxazole (3.0 g, 25 mmol) and finally a solution of potassium... The reactants are Cl.O (HCl.H2O), CO (MeOH), C(C=C)C=1C=C(C=NC1)OC[C@H]1N(CCC1)C (5-allyl-3-(1-methyl-2-(S)-pyrrolidinylmethoxy)pyridine), Cl (hydrogen chloride), CI NH3. The solvent is CCOCC (Et2O). Product: Cl.Cl.C(C=C)C=1C=C(C=NC1)OC[C@H]1N(CCC1)C (5-Allyl-3-(1-methyl-2-(S)-pyrrolidinylmethoxy)pyridine dihydrochloride). Reaction SMILES: [CH2:1]([C:4]1[CH:5]=[C:6]([O:10][CH2:11][C@@H:12]2[CH2:16][CH2:15][CH2:14][N:13]2[CH3:17])[CH:7]=[N:8][CH:9]=1)[CH:2]=[CH2:3].[ClH:18].Cl.O.CO>CCOCC>[ClH:18].[ClH:18].[CH2:1]([C:4]1[CH:5]=[C:6]([O:10][CH2:11][C@@H:12]2[CH2:16][CH2:15][CH2:14][N:13]2[CH3:17])[CH:7]=[N:8][CH:9]=1)[CH:2]=[CH2:3] |f:2.3,6.7.8|. Reported procedure: To a solution of 5-allyl-3-(1-methyl-2-(S)-pyrrolidinylmethoxy)pyridine in Et2O was added hydrogen chloride (1.0 M in Et2O) carefully to afford the tittle compound: mp 65-67° C.; 1H NMR (D2O) δ 2.00-2.17 (m, 2H), 2.23 (m, 1H), 2.41 (m, 1H), 3.05 (s, 3H), 3.27 (m, 1H), 3.56 (dd, 2H, J=3.5, 7.0 Hz), 3.77 (m, 1H), 3.95 (m, 1H), 4.44 (dd, 1H, J=6.0, 11.0 Hz), 4.60 (dd, 1H, J=3.0, 11.0 Hz), 5.18-5.24 (m, 2H), 6.04 (m, 1H), 7.88 (s, 1H), 8.28 (s, 1H), 8.35 (s, 1H); MS (CI/NH3) m/z 232 (M+H)+. Anal. Ca... Starting materials: NC1=C(C(=NO1)C)Br (5-amino-4-bromo-3-methylisoxazole), BrC=1C=C(SC1Cl)S(=O)(=O)Cl (4-bromo-5-chlorothiophene-2-sulphonyl chloride). Yields the product BrC=1C(=NOC1NS(=O)(=O)C=1SC(=C(C1)Br)Cl)C (N-(4-Bromo-3-methyl-5-isoxazolyl)-4-bromo-5-chloro-thiophene-2-sulfonamide). Yield: 25.0%. Reaction SMILES: [NH2:1][C:2]1[O:6][N:5]=[C:4]([CH3:7])[C:3]=1[Br:8].[Br:9][C:10]1[CH:11]=[C:12]([S:16](Cl)(=[O:18])=[O:17])[S:13][C:14]=1[Cl:15]>>[Br:8][C:3]1[C:4]([CH3:7])=[N:5][O:6][C:2]=1[NH:1][S:16]([C:12]1[S:13][C:14]([Cl:15])=[C:10]([Br:9])[CH:11]=1)(=[O:18])=[O:17]. Reported procedure: N-(4-Bromo-3-methyl-5-isoxazolyl)-4-bromo-5-chloro-thiophene-2-sulfonamide was prepared in the same manner as described in Example 2 from 5-amino-4-bromo-3-methylisoxazole and 4-bromo-5-chlorothiophene-2-sulphonyl chloride in 25% yield. Purification was achieved by recrystallization from ethyl acetate/hexanes to give a crystalline solid, m.p. 143°-145° C. The reactants are ice, C(C(=O)Cl)(=O)Cl (oxalyl chloride), Ice water, Cl (hydrochloric acid), NC(C)CO (DL-alaninol), solution, S1C2=C(C=C1)C=C(C=C2)CCOCC(=O)O (2-(2-benzo[b]thiophen-5-ylethoxy)-acetic acid), Cl (hydrochloric acid). Run in CN(C=O)C (N,N-dimethylformamide), O1CCCC1 (tetrahydrofuran), O1CCCC1 (tetrahydrofuran), C(C)N(CC)CC (triethylamine), C(Cl)Cl (methylene chloride). Run at time 1.5 hour. The product is S1C2=C(C=C1)C=C(C=C2)CCOCCNC(CO)C (2-{[2-(2-benzo[b]thiophen-5-ylethoxy)ethyl]amino}-1-propanol). RXN SMILES: [S:1]1[CH:5]=[CH:4][C:3]2[CH:6]=[C:7]([CH2:10][CH2:11][O:12][CH2:13][C:14](O)=O)[CH:8]=[CH:9][C:2]1=2.C(Cl)(=O)C(Cl)=O.[NH2:23][CH:24]([CH2:26][OH:27])[CH3:25].Cl>C(Cl)Cl.O1CCCC1.C(N(CC)CC)C.CN(C)C=O>[S:1]1[CH:5]=[CH:4][C:3]2[CH:6]=[C:7]([CH2:10][CH2:11][O:12][CH2:13][CH2:14][NH:23][CH:24]([CH3:25])[CH2:26][OH:27])[CH:8]=[CH:9][C:2]1=2. Procedure details: In 10 mL of methylene chloride is dissolved 1.0 g of 2-(2-benzo[b]thiophen-5-ylethoxy)-acetic acid. At an ice-cooled temperature, 0.41 mL of oxalyl chloride and 0.1 mL of N,N-dimethylformamide are added to the solution obtained above, and the mixture is stirred at ambient temperature for 1.5 hours. After cooling the mixture to −50° C., 0.41 mL of DL-alaninol and 1.77 mL of triethylamine are dropwise added, and the mixture thus formed is stirred at ambient temperature for 4 hours. Ice water is ad...